Dataset: the Open Reaction Database (ORD), a public repository of structured organic reaction records. Task: describe an organic reaction: reactants, conditions, products, and yield Reactants: C1COCCO1, CCN(C(C)C)C(C)C, OC(c1cnc(Cl)nc1)(C(F)(F)F)C(F)(F)F, CC(C)CN(CC1CN(S(=O)(=O)c2ccc([N+](=O)[O-])s2)CCN1)S(C)(=O)=O. Yields the product CC(C)CN(CC1CN(S(=O)(=O)c2ccc([N+](=O)[O-])s2)CCN1c1ncc(C(O)(C(F)(F)F)C(F)(F)F)cn1)S(C)(=O)=O. RXN SMILES: [CH2:54]1[O:55][CH2:56][CH2:57][O:58][CH2:59]1.[CH:45]([N:46]([CH2:47][CH3:48])[CH:49]([CH3:50])[CH3:51])([CH3:52])[CH3:53].[Cl:28][c:29]1[n:30][cH:31][c:32]([C:35]([C:36]([F:37])([F:38])[F:39])([C:40]([F:41])([F:42])[F:43])[OH:44])[cH:33][n:34]1.[N+:1](=[O:2])([O-:3])[c:4]1[cH:5][cH:6][c:7]([S:9](=[O:10])(=[O:11])[N:12]2[CH2:13][CH:14]([CH2:18][N:19]([S:20](=[O:21])(=[O:22])[CH3:23])[CH2:24][CH:25]([CH3:26])[CH3:27])[NH:15][CH2:16][CH2:17]2)[s:8]1>>[N+:1](=[O:2])([O-:3])[c:4]1[cH:5][cH:6][c:7]([S:9](=[O:10])(=[O:11])[N:12]2[CH2:13][CH:14]([CH2:18][N:19]([S:20](=[O:21])(=[O:22])[CH3:23])[CH2:24][CH:25]([CH3:26])[CH3:27])[N:15]([c:29]3[n:30][cH:31][c:32]([C:35]([C:36]([F:37])([F:38])[F:39])([C:40]([F:41])([F:42])[F:43])[OH:44])[cH:33][n:34]3)[CH2:16][CH2:17]2)[s:8]1. Starting materials: CCOC(=O)C1CCC(CC(=O)OC(C)(C)C)CC1, C1COCCO1, Cl. Yields the product CCOC(=O)C1CCC(CC(=O)O)CC1. RXN SMILES: [C:1]([CH3:2])([CH3:3])([CH3:4])[O:5][C:6]([CH2:7][CH:8]1[CH2:9][CH2:10][CH:11]([C:14](=[O:15])[O:16][CH2:17][CH3:18])[CH2:12][CH2:13]1)=[O:19].[CH2:21]1[O:22][CH2:23][CH2:24][O:25][CH2:26]1.[ClH:20]>>[O:5]=[C:6]([CH2:7][CH:8]1[CH2:9][CH2:10][CH:11]([C:14](=[O:15])[O:16][CH2:17][CH3:18])[CH2:12][CH2:13]1)[OH:19]. Reactants: O=C([O-])[O-], CCOC(=O)C=Cc1ccc(F)cc1C, Cc1cc(O)cc(OCc2ccccc2)c1, CS(C)=O, CCOCC, Cl, [K+], [K+]. The product is CCOC(=O)C=Cc1ccc(Oc2cc(C)cc(OCc3ccccc3)c2)cc1C. Reaction SMILES: [C:32](=[O:33])([O-:34])[O-:35].[CH2:17]([CH3:18])[O:19][C:20]([CH:21]=[CH:22][c:23]1[c:24]([CH3:30])[cH:25][c:26]([F:29])[cH:27][cH:28]1)=[O:31].[CH2:1]([c:2]1[cH:3][cH:4][cH:5][cH:6][cH:7]1)[O:8][c:9]1[cH:10][c:11]([OH:16])[cH:12][c:13]([CH3:15])[cH:14]1.[CH3:39][S:40]([CH3:41])=[O:42].[CH3:43][CH2:44][O:45][CH2:46][CH3:47].[ClH:38].[K+:36].[K+:37]>>[CH2:1]([c:2]1[cH:3][cH:4][cH:5][cH:6][cH:7]1)[O:8][c:9]1[cH:10][c:11]([O:16][c:26]2[cH:25][c:24]([CH3:30])[c:23]([CH:22]=[CH:21][C:20]([O:19][CH2:17][CH3:18])=[O:31])[cH:28][cH:27]2)[cH:12][c:13]([CH3:15])[cH:14]1. Reactants: C1COCCO1, Cl, CC(C)(C)OC(=O)N1CCC(Nc2cccc(F)c2)CC1. Yields the product Fc1cccc(NC2CCNCC2)c1. RXN SMILES: [CH2:23]1[O:24][CH2:25][CH2:26][O:27][CH2:28]1.[ClH:22].[F:1][c:2]1[cH:3][c:4]([NH:8][CH:9]2[CH2:10][CH2:11][N:12]([C:15]([O:16][C:17]([CH3:18])([CH3:19])[CH3:20])=[O:21])[CH2:13][CH2:14]2)[cH:5][cH:6][cH:7]1>>[F:1][c:2]1[cH:3][c:4]([NH:8][CH:9]2[CH2:10][CH2:11][NH:12][CH2:13][CH2:14]2)[cH:5][cH:6][cH:7]1. Starting materials: ClC1=CC=CC(=N1)C(CC1=NC=CC=C1)N1C(C=2C(C1=O)=CC=CC2)=O (N-{1-(6-chloropyridin-2-yl)-2-(pyridin-2-yl)ethyl}-phthalimide), O.NN (hydrazine monohydrate). Solvent: CO (methanol). Product: ClC1=CC=CC(=N1)C(CC1=NC=CC=C1)N (1-(6-Chloropyridin-2-yl)-2-(pyridin-2-yl)ethylamine). The yield is 45.2%. As a reaction SMILES: [Cl:1][C:2]1[N:7]=[C:6]([CH:8]([N:16]2C(=O)C3=CC=CC=C3C2=O)[CH2:9][C:10]2[CH:15]=[CH:14][CH:13]=[CH:12][N:11]=2)[CH:5]=[CH:4][CH:3]=1.O.NN>CO>[Cl:1][C:2]1[N:7]=[C:6]([CH:8]([NH2:16])[CH2:9][C:10]2[CH:15]=[CH:14][CH:13]=[CH:12][N:11]=2)[CH:5]=[CH:4][CH:3]=1 |f:1.2|. Procedure: 1 l of methanol was mixed with 77 g of the crude N-{1-(6-chloropyridin-2-yl)-2-(pyridin-2-yl)ethyl}-phthalimide prepared in the Preparative Example 23 and 16.5 g of hydrazine monohydrate. The obtained mixture was heated under reflux for 2 hours to conduct a reaction. After the reaction mixture was allowed to stand at room temperature, the precipitated crystals were filtered out and the filtrate was concentrated. Water and ethyl acetate were added to the concentrate to conduct extraction. The org... Reactants: COCC(=O)Cl, ClCCl, COc1nc2cc(C)c(Cl)c(N)c2nc1OC, c1ccncc1. Yields the product COCC(=O)Nc1c(Cl)c(C)cc2nc(OC)c(OC)nc12. RXN SMILES: [CH3:1][O:2][CH2:3][C:4](=[O:5])[Cl:6].[Cl:30][CH2:31][Cl:32].[NH2:7][c:8]1[c:9]2[n:10][c:11]([O:22][CH3:23])[c:12]([O:20][CH3:21])[n:13][c:14]2[cH:15][c:16]([CH3:19])[c:17]1[Cl:18].[cH:24]1[cH:25][cH:26][n:27][cH:28][cH:29]1>>[CH3:1][O:2][CH2:3][C:4](=[O:5])[NH:7][c:8]1[c:9]2[n:10][c:11]([O:22][CH3:23])[c:12]([O:20][CH3:21])[n:13][c:14]2[cH:15][c:16]([CH3:19])[c:17]1[Cl:18]. Starting materials: Brc1ccccc1, Nc1ncccn1, O=S(=O)(Cl)Cl, c1ccncc1. The product is O=S(=O)(Nc1ncccn1)c1ccc(Br)cc1. As a reaction SMILES: [Br:6][c:7]1[cH:8][cH:9][cH:10][cH:11][cH:12]1.[NH2:13][c:14]1[n:15][cH:16][cH:17][cH:18][n:19]1.[S:1](=[O:2])(=[O:3])([Cl:4])[Cl:5].[cH:20]1[cH:21][cH:22][n:23][cH:24][cH:25]1>>[S:1](=[O:2])(=[O:3])([c:10]1[cH:9][cH:8][c:7]([Br:6])[cH:12][cH:11]1)[NH:13][c:14]1[n:15][cH:16][cH:17][cH:18][n:19]1. The reactants are CN(Cc1ccc(NC(=O)c2cccc(Br)c2)cc1)C1CCCCC1, CCO, ClCCl, [K+], [K+], O=C([O-])[O-], O, Cc1ccc(B(O)O)cc1, Cc1ccccc1. Yields the product Cc1ccc(-c2cccc(C(=O)Nc3ccc(CN(C)C4CCCCC4)cc3)c2)cc1. RXN SMILES: [Br:10][c:11]1[cH:12][c:13]([C:14](=[O:15])[NH:16][c:17]2[cH:18][cH:19][c:20]([CH2:23][N:24]([CH3:25])[CH:26]3[CH2:27][CH2:28][CH2:29][CH2:30][CH2:31]3)[cH:21][cH:22]2)[cH:32][cH:33][cH:34]1.[CH2:46]([OH:47])[CH3:48].[Cl:7][CH2:8][Cl:9].[K+:1].[K+:2].[O-:3][C:4]([O-:5])=[O:6].[OH2:45].[c:35]1([CH3:44])[cH:36][cH:37][c:38]([B:41]([OH:42])[OH:43])[cH:39][cH:40]1.[c:49]1([CH3:50])[cH:51][cH:52][cH:53][cH:54][cH:55]1>>[c:11]1(-[c:38]2[cH:37][cH:36][c:35]([CH3:44])[cH:40][cH:39]2)[cH:12][c:13]([C:14](=[O:15])[NH:16][c:17]2[cH:18][cH:19][c:20]([CH2:23][N:24]([CH3:25])[CH:26]3[CH2:27][CH2:28][CH2:29][CH2:30][CH2:31]3)[cH:21][cH:22]2)[cH:32][cH:33][cH:34]1.